Dataset: the Open Reaction Database (ORD), a public repository of structured organic reaction records. Task: describe an organic reaction: reactants, conditions, products, and yield The reactants are C(C)(C)(C)OC(C[C@@H](C(=O)N)NS(=O)(=O)C1=C(C=C(C=C1)NC(C)=O)OCC1=CC=CC=C1)=O ((S)-3-(4-acetylamino-2-benzyloxy-benzenesulfonylamino)-succinamic acid tert-butyl ester). The reagents and catalysts are [Pd] (Pd/C). Solvent: C1CCOC1 (THF). Yields the product C(C)(C)(C)OC(C[C@@H](C(=O)N)NS(=O)(=O)C1=C(C=C(C=C1)NC(C)=O)O)=O ((S)-3-(4-acetylamino-2-hydroxy-benzenesulfonylamino)-succinamic acid tert-butyl ester). Reaction SMILES: [C:1]([O:5][C:6](=[O:34])[CH2:7][C@H:8]([NH:12][S:13]([C:16]1[CH:21]=[CH:20][C:19]([NH:22][C:23](=[O:25])[CH3:24])=[CH:18][C:17]=1[O:26]CC1C=CC=CC=1)(=[O:15])=[O:14])[C:9]([NH2:11])=[O:10])([CH3:4])([CH3:3])[CH3:2]>C1COCC1.[Pd]>[C:1]([O:5][C:6](=[O:34])[CH2:7][C@H:8]([NH:12][S:13]([C:16]1[CH:21]=[CH:20][C:19]([NH:22][C:23](=[O:25])[CH3:24])=[CH:18][C:17]=1[OH:26])(=[O:15])=[O:14])[C:9]([NH2:11])=[O:10])([CH3:4])([CH3:2])[CH3:3]. Procedure: A solution of (S)-3-(4-acetylamino-2-benzyloxy-benzenesulfonylamino)-succinamic acid tert-butyl ester (0.92 g, 2.0 mmol) in THF (50 mL) was shaken with 20% Pd/C (0.090 g) under H2 (50 psi) for 5 h using Parr apparatus. The reaction mixture was filtered through celite and concentrated. (S)-3-(4-acetylamino-2-hydroxy-benzenesulfonylamino)-succinamic acid tert-butyl ester was obtained (0.85 g, 98%) as an off white solid. MS (APCI) m/z 400.1 (M−1). The reactants are C(#N)C(=CNC(N1C(NCC1)=O)=N)C(N(C1=CC(=CC=C1)C(F)(F)F)CCCC)=O (1-cyano-1-[N-butyl-N-(3-trifluoromethylphenyl)carbamoyl]-2-[imino(2-oxo-1-imidazolidinyl)methylamino]ethene), C(#N)CC(=O)O (cyanoacetic acid). Run in C(C)(=O)O (acetic acid). Reaction conditions: time 1.5 hour. The product is CN(C(=O)C=1C(=NC(=NC1)N1C(NC(C1)C=C)=O)N)C1=CC(=CC=C1)C(F)(F)F (4-amino-2-(4-vinyl-2-oxo-1-imidazolidinyl)pyrimidine-5-carboxylic acid N-methyl-N-(3-trifluoromethylphenyl)amide). Yield: 78.3%. RXN SMILES: [C:1]([C:3]([C:14](=[O:30])[N:15]([CH2:26]CCC)[C:16]1[CH:21]=[CH:20][CH:19]=[C:18]([C:22]([F:25])([F:24])[F:23])[CH:17]=1)=[CH:4][NH:5][C:6](=[NH:13])[N:7]1[CH2:11][CH2:10][NH:9][C:8]1=[O:12])#[N:2].[C:31]([CH2:33]C(O)=O)#N>C(O)(=O)C>[CH3:26][N:15]([C:16]1[CH:21]=[CH:20][CH:19]=[C:18]([C:22]([F:24])([F:23])[F:25])[CH:17]=1)[C:14]([C:3]1[C:1]([NH2:2])=[N:13][C:6]([N:7]2[CH2:11][CH:10]([CH:31]=[CH2:33])[NH:9][C:8]2=[O:12])=[N:5][CH:4]=1)=[O:30]. Reported procedure: A mixture of 2.84 g (7 mmol) of a compound II (R1 =CH=CH2 ; R2, R3, R5, R6 =H; R4 =CH3), 486 mg (5.5 mmol) of cyanoacetic acid and 5 ml of glacial acetic acid was stirred at 75° for 1.5 hours and subsequently worked up as in Example 5. Crystallization from ether resulted in 1.75 g (=61.6% yield) of 4-amino-2-(4-vinyl-2-oxo-1-imidazolidinyl)pyrimidine-5-carboxylic acid N-methyl-N-(3-trifluoromethylphenyl)amide, melting point 203°-204°. The reactants are ClC(C(=O)OC)C(C1=CC=C(C=C1)OC)=O (methyl 2-chloro-3-oxo-3-(p-methoxyphenyl)propionate), O=C[C@H](O)[C@@H](O)[C@H](O)[C@H](O)CO (glucose). Solvent: CN(C=O)C (dimethylformamide). Procedure: In a test tube with an outer diameter of 15 mm, 0.25 g of a baker's yeast (Saccharomyces cerevisiae, manufactured by Oriental Kobo Kogyo K K ) was suspended in 3 ml of a McIlvaine buffer containing 0.54 g of glucose dissolved therein, and then 6 μl of dimethylformamide containing 6 mg of methyl 2-chloro-3-oxo-3-(p-methoxyphenyl)propionate was charged, followed by shaking reaction at 30° C. for 24 hours. When the reaction mixture was extracted with 2 ml of ethyl acetate and the amount of methyl 2... RXN SMILES: O=C[C@@H]([C@H]([C@@H]([C@@H](CO)O)O)O)O.[Cl:13][CH:14]([C:19](=[O:28])[C:20]1[CH:25]=[CH:24][C:23]([O:26][CH3:27])=[CH:22][CH:21]=1)[C:15]([O:17][CH3:18])=[O:16]>CN(C)C=O>[Cl:13][CH:14]([CH:19]([OH:28])[C:20]1[CH:25]=[CH:24][C:23]([O:26][CH3:27])=[CH:22][CH:21]=1)[C:15]([O:17][CH3:18])=[O:16]. Yields the product ClC(C(=O)OC)C(C1=CC=C(C=C1)OC)O (methyl 2-chloro-3-hydroxy-3-(p-methoxyphenyl)propionate). The reactants are O (water), BrC=1C=C(OC2=C(C=CC=C2)C(C(=O)NC)=NOC)C=CC1F (2-[2-(3-Bromo-4-fluorophenoxy)phenyl]-2-methoxyimino-N-methylacetamide), O (water), CC1=CC=C(C=C1)B(O)O (4-methylphenylboronic acid), C([O-])([O-])=O.[Na+].[Na+] (sodium carbonate). The reagents and catalysts are C=1C=CC(=CC1)[P](C=2C=CC=CC2)(C=3C=CC=CC3)[Pd]([P](C=4C=CC=CC4)(C=5C=CC=CC5)C=6C=CC=CC6)([P](C=7C=CC=CC7)(C=8C=CC=CC8)C=9C=CC=CC9)[P](C=1C=CC=CC1)(C=1C=CC=CC1)C=1C=CC=CC1 (tetrakis(triphenylphosphine)palladium(0)). Run in C(OC)COC (dimethoxyethane). Yields the product FC1=CC=C(C=C1C1=CC=C(C=C1)C)OC1=C(C=CC=C1)C(C(=O)NC)=NOC (2-[2-(6-Fluoro-4′-methylbiphenyl-3-yloxy) phenyl]-2-methoxyimino-N-methylacetamide). Isolated yield 97.1%. As a reaction SMILES: Br[C:2]1[CH:3]=[C:4]([CH:20]=[CH:21][C:22]=1[F:23])[O:5][C:6]1[CH:11]=[CH:10][CH:9]=[CH:8][C:7]=1[C:12](=[N:17][O:18][CH3:19])[C:13]([NH:15][CH3:16])=[O:14].[CH3:24][C:25]1[CH:30]=[CH:29][C:28](B(O)O)=[CH:27][CH:26]=1.C(=O)([O-])[O-].[Na+].[Na+].O>C(COC)OC.C1C=CC([P]([Pd]([P](C2C=CC=CC=2)(C2C=CC=CC=2)C2C=CC=CC=2)([P](C2C=CC=CC=2)(C2C=CC=CC=2)C2C=CC=CC=2)[P](C2C=CC=CC=2)(C2C=CC=CC=2)C2C=CC=CC=2)(C2C=CC=CC=2)C2C=CC=CC=2)=CC=1>[F:23][C:22]1[C:2]([C:28]2[CH:29]=[CH:30][C:25]([CH3:24])=[CH:26][CH:27]=2)=[CH:3][C:4]([O:5][C:6]2[CH:11]=[CH:10][CH:9]=[CH:8][C:7]=2[C:12](=[N:17][O:18][CH3:19])[C:13]([NH:15][CH3:16])=[O:14])=[CH:20][CH:21]=1 |f:2.3.4,^1:50,52,71,90|. Procedure details: A solution of 0.3 g of the product from Example 3 in 15 ml of dimethoxyethane was admixed with 0.2 g of 4-methylphenylboronic acid, 0.17 g of sodium carbonate, 2 ml of water and 40 mg of tetrakis(triphenylphosphine)palladium(0) and refluxed for 20 hours. The mixture was then poured into water and extracted with ethyl acetate, and the extract was washed with 1N aqueous sodium hydroxide solution and then with water and dried. Distillative removal of the solvent and silica gel chromatography (MtBE:... Reactants: C(CCC)C=1N(C2=C(C(=NC=3C=CC=NC23)N)N1)CC(C)C (2-butyl-1-(2-methylpropyl)-1H-imidazo[4,5-c][1,5]naphthyridin-4-amine), [H][H] (hydrogen). Reagents/catalysts: [Pt]=O (platinum oxide). Run in FC(C(=O)O)(F)F (trifluoroacetic acid). The product is C(CCC)C=1N(C2=C(C(=NC=3CCCNC23)N)N1)CC(C)C (6,7,8,9-tetrahydro-2-butyl-1-(2-methylpropyl)-1H-imidazo[4,5-c][1,5]naphthyridin-4-amine). As a reaction SMILES: [CH2:1]([C:5]1[N:6]([CH2:19][CH:20]([CH3:22])[CH3:21])[C:7]2[C:16]3[N:15]=[CH:14][CH:13]=[CH:12][C:11]=3[N:10]=[C:9]([NH2:17])[C:8]=2[N:18]=1)[CH2:2][CH2:3][CH3:4].[H][H]>FC(F)(F)C(O)=O.[Pt]=O>[CH2:1]([C:5]1[N:6]([CH2:19][CH:20]([CH3:21])[CH3:22])[C:7]2[C:16]3[NH:15][CH2:14][CH2:13][CH2:12][C:11]=3[N:10]=[C:9]([NH2:17])[C:8]=2[N:18]=1)[CH2:2][CH2:3][CH3:4]. Procedure: A catalytic amount of platinum oxide was added to a solution of 2-butyl-1-(2-methylpropyl)-1H-imidazo[4,5-c][1,5]naphthyridin-4-amine (0.5 g) in trifluoroacetic acid (15 mL). The reaction mixture was reduced on a Parr apparatus under 50 psi (3.5 Kg/cm2) hydrogen pressure overnight. The reaction mixture was filtered to remove the catalyst and the filtrate was concentrated under vacuum. The residue was combined with aqueous sodium bicarbonate then a small amount of 10% sodium hydroxide was added. ... Starting materials: Cc1cnc(-c2cccn2[Si](C(C)C)(C(C)C)C(C)C)s1, CCCC[N+](CCCC)(CCCC)CCCC, [F-], C1CCOC1, O. Yields the product Cc1cnc(-c2ccc[nH]2)s1. Reaction SMILES: [CH3:1][c:2]1[cH:3][n:4][c:5](-[c:7]2[n:8]([Si:12]([CH:13]([CH3:14])[CH3:15])([CH:16]([CH3:17])[CH3:18])[CH:19]([CH3:20])[CH3:21])[cH:9][cH:10][cH:11]2)[s:6]1.[CH3:23][CH2:24][CH2:25][CH2:26][N+:27]([CH2:28][CH2:29][CH2:30][CH3:31])([CH2:32][CH2:33][CH2:34][CH3:35])[CH2:36][CH2:37][CH2:38][CH3:39].[F-:22].[O:41]1[CH2:42][CH2:43][CH2:44][CH2:45]1.[OH2:40]>>[CH3:1][c:2]1[cH:3][n:4][c:5](-[c:7]2[nH:8][cH:9][cH:10][cH:11]2)[s:6]1.